From a dataset of the Open Reaction Database (ORD), a public repository of structured organic reaction records. describe an organic reaction: reactants, conditions, products, and yield Reactants: C(C(=O)O)(=O)O.C(C(=O)O)(=O)O.OC=1C=CC2=C(SC(=C2CC2=CC(=C(C=C2)CN2CCCC2)C)C=2C=CC(=NC2)OCCC2NCCC2)C1 (2-[[5-[6-Hydroxy-3-[[3-methyl-4-[(1-pyrrolidinyl)methyl]phenyl]methyl]benzo[b]thiophen-2-yl]pyrid-2-yloxy]ethyl]pyrrolidine Dioxalate), N1(CCCC1)CCOC1=C(C=C(C=C1)Br)C (4-bromo-2-methylphenyl 2-(1-pyrrolidinyl)ethyl ether). The product is C(C(=O)O)(=O)O.C(C(=O)O)(=O)O.CC1=C(OCCN2CCCC2)C=CC(=C1)C1=C(C2=C(S1)C=C(C=C2)O)CC2=CC(=C(C=C2)CN2CCCC2)C (1-[2-[2-Methyl-4-[6-hydroxy-3-[[3-methyl-4-[(1-pyrrolidinyl)methyl]phenyl]methyl]benzo[b]thiophen-2-yl]phenoxy]ethyl]pyrrolidine Dioxalate). Isolated yield 59.0%. Reaction SMILES: [C:1]([OH:6])(=[O:5])[C:2]([OH:4])=[O:3].[C:7]([OH:12])(=[O:11])[C:8]([OH:10])=[O:9].[OH:13][C:14]1[CH:15]=[CH:16][C:17]2[C:21]([CH2:22][C:23]3[CH:28]=[CH:27][C:26]([CH2:29][N:30]4[CH2:34][CH2:33][CH2:32][CH2:31]4)=[C:25]([CH3:35])[CH:24]=3)=[C:20](C3C=CC(OCCC4CCCN4)=NC=3)[S:19][C:18]=2[CH:50]=1.[N:51]1([CH2:56][CH2:57][O:58][C:59]2[CH:64]=[CH:63][C:62](Br)=[CH:61][C:60]=2[CH3:66])[CH2:55][CH2:54][CH2:53][CH2:52]1>>[C:1]([OH:6])(=[O:5])[C:2]([OH:4])=[O:3].[C:7]([OH:12])(=[O:11])[C:8]([OH:10])=[O:9].[CH3:66][C:60]1[CH:61]=[C:62]([C:20]2[S:19][C:18]3[CH:50]=[C:14]([OH:13])[CH:15]=[CH:16][C:17]=3[C:21]=2[CH2:22][C:23]2[CH:28]=[CH:27][C:26]([CH2:29][N:30]3[CH2:34][CH2:33][CH2:32][CH2:31]3)=[C:25]([CH3:35])[CH:24]=2)[CH:63]=[CH:64][C:59]=1[O:58][CH2:57][CH2:56][N:51]1[CH2:55][CH2:54][CH2:53][CH2:52]1 |f:0.1.2,4.5.6|. Procedure: The title compound was prepared from 6-benzyloxy-2-(dimethylamino)benzo[b]thiophen-3-yl 3-methyl-4-[(1-pyrrolidinyl)methyl]phenyl ketone (Example 124, Part C) and 4-bromo-2-methylphenyl 2-(1-pyrrolidinyl)ethyl ether (Part A) in 59% yield after PrepLC (SiO2; gradient of 85:10:5 to 75:20:5 hexanes-THF-TEA) by essentially following the procedure detailed in Example 123, Part A. Reactants: Tris SO4, [N+](=O)([O-])C1=CC=C(C2CO2)C=C1 (para-nitro styrene oxide), [N-]=[N+]=[N-].[Na+] (NaN3). Product: [N+](=O)([O-])C1=CC=C([C@H]2CO2)C=C1 ((S)-para-nitro styrene oxide). As a reaction SMILES: [N+:1]([C:4]1[CH:12]=[CH:11][C:7]([CH:8]2[O:10][CH2:9]2)=[CH:6][CH:5]=1)([O-:3])=[O:2].[N-]=[N+]=[N-].[Na+]>>[N+:1]([C:4]1[CH:12]=[CH:11][C:7]([C@@H:8]2[O:10][CH2:9]2)=[CH:6][CH:5]=1)([O-:3])=[O:2] |f:1.2|. Reported procedure: To 15 ml of Tris-SO4 buffer (50 mM, pH=7.3) containing 2 mM of para-nitro styrene oxide and 10 mM of NaN3, 2.8 mg of purified enzyme, obtained according to Example 1, was added. The reaction was monitored by periodically taking 200 μl samples and extracting them with 2 ml of diethylether. The reaction was stopped when an e.e. of higher than 99% of the remaining enantiomer was reached and the solution was twice extracted with diethylether. The organic phase was analysed by chiral HPLC using a chi... The reactants are ClC1=NN2C(C(=CC=C2)NC2=C(CN(S(=O)(=O)C)C)C=CC=C2)=N1 (N-[2-(2-chloro-[1,2,4]triazolo[1,5-a]pyridin-8-ylamino)-benzyl]-N-methyl-methanesulfonamide), CN1CCC(CC1)C1=CC=C(C=C1)N (4-(1-methyl-piperidin-4-yl)-phenylamine), C1(CCCCC1)P(C1=C(C=CC=C1)C1=C(C=CC=C1)P(C1CCCCC1)C1CCCCC1)C1CCCCC1 (2,2′-bis-dicyclohexylphosphanyl-biphenyl). Yields the product CN(S(=O)(=O)C)CC1=C(C=CC=C1)NC=1C=2N(C=CC1)N=C(N2)NC2=CC=C(C=C2)C2CCN(CC2)C (N-Methyl-N-(2-{2-[4-(1-methyl-piperidin-4-yl)-phenylamino]-[1,2,4]triazolo[1,5-a]pyridin-8-ylamino}-benzyl)-methanesulfonamide), foam. Isolated yield 64.0%. RXN SMILES: Cl[C:2]1[N:24]=[C:5]2[C:6]([NH:10][C:11]3[CH:23]=[CH:22][CH:21]=[CH:20][C:12]=3[CH2:13][N:14]([CH3:19])[S:15]([CH3:18])(=[O:17])=[O:16])=[CH:7][CH:8]=[CH:9][N:4]2[N:3]=1.[CH3:25][N:26]1[CH2:31][CH2:30][CH:29]([C:32]2[CH:37]=[CH:36][C:35]([NH2:38])=[CH:34][CH:33]=2)[CH2:28][CH2:27]1.C1(P(C2CCCCC2)C2C=CC=CC=2C2C=CC=CC=2P(C2CCCCC2)C2CCCCC2)CCCCC1>>[CH3:19][N:14]([CH2:13][C:12]1[CH:20]=[CH:21][CH:22]=[CH:23][C:11]=1[NH:10][C:6]1[C:5]2[N:4]([N:3]=[C:2]([NH:38][C:35]3[CH:36]=[CH:37][C:32]([CH:29]4[CH2:28][CH2:27][N:26]([CH3:25])[CH2:31][CH2:30]4)=[CH:33][CH:34]=3)[N:24]=2)[CH:9]=[CH:8][CH:7]=1)[S:15]([CH3:18])(=[O:17])=[O:16]. Procedure details: N-Methyl-N-(2-{2-[4-(1-methyl-piperidin-4-yl)-phenylamino]-[1,2,4]triazolo[1,5-a]pyridin-8-ylamino}-benzyl)-methanesulfonamide was prepared from N-[2-(2-chloro-[1,2,4]triazolo[1,5-a]pyridin-8-ylamino)-benzyl]-N-methyl-methanesulfonamide (75.0 mg, 0.205 mmol) and 4-(1-methyl-piperidin-4-yl)-phenylamine (44.0 mg, 0.231 mmol) with 2,2′-bis-dicyclohexylphosphanyl-biphenyl (25.0 mg, 0.0457 mmol) as the ligand in a manner analogous to Example 2d. Product isolated as a tan foam (0.068 g, 64%). 1H NMR (...